From a dataset of the Open Reaction Database (ORD), a public repository of structured organic reaction records. describe an organic reaction: reactants, conditions, products, and yield The reactants are COC(N(C)C)OC (N,N-Dimethylformamide dimethyl acetal), NCC1CCNCC1 (4-aminomethylpiperidine). Solvent: C1(=CC=CC=C1)C (toluene). Product: CN(C)CN=CC1CCNCC1 (4-(dimethylaminomethyliminomethyl)piperidine). As a reaction SMILES: CO[CH:3](OC)[N:4]([CH3:6])[CH3:5].[NH2:9][CH2:10][CH:11]1[CH2:16][CH2:15][NH:14][CH2:13][CH2:12]1>C1(C)C=CC=CC=1>[CH3:5][N:4]([CH2:3][N:9]=[CH:10][CH:11]1[CH2:16][CH2:15][NH:14][CH2:13][CH2:12]1)[CH3:6]. Reported procedure: N,N-Dimethylformamide dimethyl acetal (23.3 ml) was added to 4-aminomethylpiperidine (20.0 g) in toluene (20 ml) and the mixture was boiled under reflux for 3 hours removing the water formed using a Dean and Stark apparatus to give a solution of 4-(dimethylaminomethyliminomethyl)piperidine. The mixture was cooled to ambient temperature and 2-bromoethyl phenyl ether (22.1 g) then triethylamine (24.3 ml) were added. The mixture was boiled under reflux for 10 hours and then evaporated to dryness. T... Reactants: O=C([O-])[O-], C1CCOC1, COC(=O)Cc1ccc(OC)c(O)c1, CCOC(C)=O, O=Cc1cc(C(F)(F)F)ccc1F, [K+], [K+], O. Yields the product COC(=O)Cc1ccc(OC)c(Oc2ccc(C(F)(F)F)cc2C=O)c1. RXN SMILES: [C:28](=[O:29])([O-:30])[O-:31].[CH2:35]1[O:36][CH2:37][CH2:38][CH2:39]1.[CH3:1][O:2][C:3]([CH2:4][c:5]1[cH:6][c:7]([OH:13])[c:8]([O:11][CH3:12])[cH:9][cH:10]1)=[O:14].[CH3:40][CH2:41][O:42][C:43]([CH3:44])=[O:45].[F:15][c:16]1[c:17]([CH:18]=[O:19])[cH:20][c:21]([C:24]([F:25])([F:26])[F:27])[cH:22][cH:23]1.[K+:32].[K+:33].[OH2:34]>>[CH3:1][O:2][C:3]([CH2:4][c:5]1[cH:6][c:7]([O:13][c:16]2[c:17]([CH:18]=[O:19])[cH:20][c:21]([C:24]([F:25])([F:26])[F:27])[cH:22][cH:23]2)[c:8]([O:11][CH3:12])[cH:9][cH:10]1)=[O:14]. Starting materials: OC1=NOC(=C1C(C)C)C=1SC=CC1 (3-Hydroxy-4-isopropyl-5-(2-thienyl)isoxazole), C(C)(C)(C)OC(=O)NCCO (2-(N-tert-butoxycarbonylamino)ethanol). Yields the product C(C)(C)(C)OC(=O)NCCOC1=NOC(=C1C(C)C)C=1SC=CC1 (3-(2-(N-tert-Butoxycarbonylamino)ethoxy)-4-isopropyl-5-(2-thienyl)isoxazol). Isolated yield 85.5%. Reaction SMILES: [OH:1][C:2]1[C:6]([CH:7]([CH3:9])[CH3:8])=[C:5]([C:10]2[S:11][CH:12]=[CH:13][CH:14]=2)[O:4][N:3]=1.[C:15]([O:19][C:20]([NH:22][CH2:23][CH2:24]O)=[O:21])([CH3:18])([CH3:17])[CH3:16]>>[C:15]([O:19][C:20]([NH:22][CH2:23][CH2:24][O:1][C:2]1[C:6]([CH:7]([CH3:9])[CH3:8])=[C:5]([C:10]2[S:11][CH:12]=[CH:13][CH:14]=2)[O:4][N:3]=1)=[O:21])([CH3:18])([CH3:17])[CH3:16]. Procedure details: 3-Hydroxy-4-isopropyl-5-(2-thienyl)isoxazole (209 mg) and 2-(N-tert-butoxycarbonylamino)ethanol (193 mg) were subjected to reaction and post-treatment in a similar manner to that described in Example 1(a) to obtain the title compound (301 mg, 86%) as colorless crystals. Reactants: Cc1ccc2c3c(ccc2n1)OCC(COS(=O)(=O)c1ccc(Br)cc1)O3, Cc1ccc(N2CCNCC2)cc1C. Yields the product Cc1ccc2c3c(ccc2n1)OCC(CN1CCN(c2ccc(C)c(C)c2)CC1)O3. RXN SMILES: [Br:15][c:16]1[cH:17][cH:18][c:19]([S:20]([O:21][CH2:26][CH:27]2[CH2:28][O:29][c:30]3[c:31]([c:32]4[cH:33][cH:34][c:35]([CH3:40])[n:36][c:37]4[cH:38][cH:39]3)[O:41]2)(=[O:22])=[O:23])[cH:24][cH:25]1.[CH3:1][c:2]1[cH:3][c:4]([N:9]2[CH2:10][CH2:11][NH:12][CH2:13][CH2:14]2)[cH:5][cH:6][c:7]1[CH3:8]>>[CH3:1][c:2]1[cH:3][c:4]([N:9]2[CH2:10][CH2:11][N:12]([CH2:26][CH:27]3[CH2:28][O:29][c:30]4[c:31]([c:32]5[cH:33][cH:34][c:35]([CH3:40])[n:36][c:37]5[cH:38][cH:39]4)[O:41]3)[CH2:13][CH2:14]2)[cH:5][cH:6][c:7]1[CH3:8].